Dataset: the Open Reaction Database (ORD), a public repository of structured organic reaction records. Task: describe an organic reaction: reactants, conditions, products, and yield Reactants: C(CCC)C=1N(C(=C(N1)Cl)CO)CC1=CC=C(C=C1)C1=C(C=CC=C1)C1=NN=NN1 (2-Butyl-4-chloro-1-[[2′-(1H-tetrazol-5-yl)[1,1′-biphenyl]-4-yl]methyl]-1H-imidazole-5-methanol), FC1=C(C(=C(C(=C1OC(CCCCO[N+](=O)[O-])=O)F)F)F)F (5-(nitrooxy)pentanoic acid pentafluorophenyl ester). The reagents and catalysts are CN(C)C=1C=CN=CC1 (DMAP). Product: C(CCC)C=1N(C(=C(N1)Cl)COC(=O)CCCCO[N+](=O)[O-])CC1=CC=C(C=C1)C1=C(C=CC=C1)C1=NN=NN1 (2-butyl-4-chloro-1-[[2′-(1H-tetrazol-5-yl)[1,1′-biphenyl]-4-yl]methyl]-5-[(4-(nitrooxy)butyl) carbonyloxy]methyl-1H-imidazole). As a reaction SMILES: [CH2:1]([C:5]1[N:6]([CH2:13][C:14]2[CH:19]=[CH:18][C:17]([C:20]3[CH:25]=[CH:24][CH:23]=[CH:22][C:21]=3[C:26]3[NH:30][N:29]=[N:28][N:27]=3)=[CH:16][CH:15]=2)[C:7]([CH2:11][OH:12])=[C:8]([Cl:10])[N:9]=1)[CH2:2][CH2:3][CH3:4].FC1C([O:38][C:39](=O)[CH2:40][CH2:41][CH2:42][CH2:43][O:44][N+:45]([O-:47])=[O:46])=C(F)C(F)=C(F)C=1F>CN(C1C=CN=CC=1)C>[CH2:1]([C:5]1[N:6]([CH2:13][C:14]2[CH:19]=[CH:18][C:17]([C:20]3[CH:25]=[CH:24][CH:23]=[CH:22][C:21]=3[C:26]3[NH:30][N:29]=[N:28][N:27]=3)=[CH:16][CH:15]=2)[C:7]([CH2:11][O:12][C:39]([CH2:40][CH2:41][CH2:42][CH2:43][O:44][N+:45]([O-:47])=[O:46])=[O:38])=[C:8]([Cl:10])[N:9]=1)[CH2:2][CH2:3][CH3:4]. Procedure details: Using the same procedure described in Example 1 but starting from 2-Butyl-4-chloro-1-[[2′-(1H-tetrazol-5-yl)[1,1′-biphenyl]-4-yl]methyl]-1H-imidazole-5-methanol (Losartan) (0.93 g, 2.19 mmol) and 5-(nitrooxy)pentanoic acid pentafluorophenyl ester (0.72 g, 2.19 mmol) TEA (0.30 ml, 2.19 mmol), DMAP (0.27 g, 2.19 mmol) after purification with Flash chromatography of the residue (CH2Cl2/MeOH 98:2) the title compound (0.72 g, 60%) was obtained as a white foam. Reactants: CC1=NN(C=C1)C1=CC=C(C=C1)C(=O)Cl (3-methyl-1-(4-chloroformylphenyl)pyrazole), [H][H] (hydrogen), NC(=S)N (thiourea). The reagents and catalysts are [Pd].[O-]S(=O)(=O)[O-].[Ba+2] (Pd BaSO4). The solvent is C=1(C(=CC=CC1)C)C (xylene). Reaction conditions: temperature 80 celsius. The product is CC1=NN(C=C1)C1=CC=C(C=C1)C=O (3-methyl-1-(4-formylphenyl)pyrazole). Isolated yield 92.0%. As a reaction SMILES: [CH3:1][C:2]1[CH:6]=[CH:5][N:4]([C:7]2[CH:12]=[CH:11][C:10]([C:13](Cl)=[O:14])=[CH:9][CH:8]=2)[N:3]=1.[H][H].NC(N)=S>C1(C)C(C)=CC=CC=1.[Pd].[O-]S([O-])(=O)=O.[Ba+2]>[CH3:1][C:2]1[CH:6]=[CH:5][N:4]([C:7]2[CH:12]=[CH:11][C:10]([CH:13]=[O:14])=[CH:9][CH:8]=2)[N:3]=1 |f:4.5.6|. Procedure: Using the method of Rosenmund, 88 g of the above 3-methyl-1-(4-chloroformylphenyl)pyrazole are hydrogenated with hydrogen at 140° C. in 900 ml of xylene with the addition of 0.23 g of thiourea and 9 g of Pd/BaSO4 (5%). After cooling to 80° C. and removing the catalyst by filtration, the xylene solution is evaporated to dryness and the precipitated product is recrystallised from a mixture of hexane and toluene, affording 68.3 g of 3-methyl-1-(4-formylphenyl)pyrazole in the form of pale yellow cry... Reactants: O1C=CC2=C1CNCCC2O (5,6,7,8-tetrahydro-4H-furo[2,3-c]azepin-4-ol), C(N)(=O)C1=CC(=C(C=C1)F)Cl (4-carbamoyl-2-chloro-1-fluorobenzene). The product is Cl.C(N)(=O)C1=CC(=C(C=C1)OC1C2=C(CNCC1)OC=C2)Cl (4-(4-Carbamoyl-2-chlorophenyloxy)-5,6,7,8-tetrahydro-4H-furo[2,3-c]azepine hydrochloride). RXN SMILES: [O:1]1[C:5]2[CH2:6][NH:7][CH2:8][CH2:9][CH:10]([OH:11])[C:4]=2[CH:3]=[CH:2]1.[C:12]([C:15]1[CH:20]=[CH:19][C:18](F)=[C:17]([Cl:22])[CH:16]=1)(=[O:14])[NH2:13]>>[ClH:22].[C:12]([C:15]1[CH:20]=[CH:19][C:18]([O:11][CH:10]2[CH2:9][CH2:8][NH:7][CH2:6][C:5]3[O:1][CH:2]=[CH:3][C:4]2=3)=[C:17]([Cl:22])[CH:16]=1)(=[O:14])[NH2:13] |f:2.3|. Procedure details: The same method as in Example 3 was conducted using 5,6,7,8-tetrahydro-4H-furo[2,3-c]azepin-4-ol (Reference Example 37) instead of 6-methyl-4,5,6,7-tetrahydrothieno[2,3-c]pyridin-4-ol (Reference Example 6) and was conducted using 4-carbamoyl-2-chloro-1-fluorobenzene instead of 1,3-difluorobenzene to give the objective compound.